This data is from the Open Reaction Database (ORD), a public repository of structured organic reaction records. The task is: describe an organic reaction: reactants, conditions, products, and yield The reactants are ClC=1C=CC=C2CCC(CC12)=O (8-chloro-2-tetralone), N1CCCC1 (pyrrolidine). Solvent: C1(=CC=CC=C1)C (toluene). The product is N1(CCCC1)C=1CCC2=CC=CC(=C2C1)Cl (3-pyrrolidino-5-chloro-1,2-dihydronaphthalene). The yield is 92.3%. As a reaction SMILES: [Cl:1][C:2]1[CH:3]=[CH:4][CH:5]=[C:6]2[C:11]=1[CH2:10][C:9](=O)[CH2:8][CH2:7]2.[NH:13]1[CH2:17][CH2:16][CH2:15][CH2:14]1>C1(C)C=CC=CC=1>[N:13]1([C:9]2[CH2:8][CH2:7][C:6]3[C:11]([CH:10]=2)=[C:2]([Cl:1])[CH:3]=[CH:4][CH:5]=3)[CH2:17][CH2:16][CH2:15][CH2:14]1. Procedure details: To 100 ml of toluene were added 5.0 g (27.8 mmol) of 8-chloro-2-tetralone. To the resulting solution then were added 3.5 g of pyrrolidine, and the mixture was heated to reflux for three hours after which the solvent was removed in vacuo to give 3-pyrrolidino-5-chloro-1,2-dihydronaphthalene as a dark oil (about 6 g). Reactants: Br, N=C(c1ccccc1)c1ccccc1, ClCCl, NC1CCOC1=O, O. Yields the product O=C1OCCC1N=C(c1ccccc1)c1ccccc1. Reaction SMILES: [BrH:1].[C:9]([c:10]1[cH:11][cH:12][cH:13][cH:14][cH:15]1)([c:16]1[cH:17][cH:18][cH:19][cH:20][cH:21]1)=[NH:22].[Cl:23][CH2:24][Cl:25].[NH2:2][CH:3]1[C:4](=[O:8])[O:5][CH2:6][CH2:7]1.[OH2:26]>>[N:2]([CH:3]1[C:4](=[O:8])[O:5][CH2:6][CH2:7]1)=[C:9]([c:10]1[cH:11][cH:12][cH:13][cH:14][cH:15]1)[c:16]1[cH:17][cH:18][cH:19][cH:20][cH:21]1. The reactants are CCO, Cc1ccc2c(Cl)ccnc2n1, CC(=O)Nc1ccc(Sc2ccc(OCc3ccc(C#N)cc3)cc2N)cc1. Product: CC(=O)Nc1ccc(Sc2ccc(OCc3ccc(C#N)cc3)cc2Nc2ccnc3nc(C)ccc23)cc1. Reaction SMILES: [CH3:41][CH2:42][OH:43].[Cl:1][c:2]1[c:3]2[cH:4][cH:5][c:6]([CH3:12])[n:7][c:8]2[n:9][cH:10][cH:11]1.[NH2:13][c:14]1[c:15]([S:30][c:31]2[cH:32][cH:33][c:34]([NH:37][C:38]([CH3:39])=[O:40])[cH:35][cH:36]2)[cH:16][cH:17][c:18]([O:20][CH2:21][c:22]2[cH:23][cH:24][c:25]([C:28]#[N:29])[cH:26][cH:27]2)[cH:19]1>>[c:2]1([NH:13][c:14]2[c:15]([S:30][c:31]3[cH:32][cH:33][c:34]([NH:37][C:38]([CH3:39])=[O:40])[cH:35][cH:36]3)[cH:16][cH:17][c:18]([O:20][CH2:21][c:22]3[cH:23][cH:24][c:25]([C:28]#[N:29])[cH:26][cH:27]3)[cH:19]2)[c:3]2[cH:4][cH:5][c:6]([CH3:12])[n:7][c:8]2[n:9][cH:10][cH:11]1.